describe an organic reaction: reactants, conditions, products, and yield From a dataset of the Open Reaction Database (ORD), a public repository of structured organic reaction records. Starting materials: COC1=CC=C(COC2=C(C(=O)O)C=C(C=C2)S(N)(=O)=O)C=C1 (2-(4-methoxy-benzyloxy)-5-sulfamoyl-benzoic acid), CN(C)C(=[N+](C)C)ON1C2=C(C=CC=C2)N=N1.[B-](F)(F)(F)F (TBTU), C(C)N(C(C)C)C(C)C (N-ethyldiisopropylamine), FC=1C=C(C#N)C=CC1N1CCNCC1 (3-fluoro-4-piperazin-1-yl-benzonitrile). The solvent is CN(C=O)C (dimethylformamide), C1CCOC1 (THF). Conditions: time 1 hour. The product is C(#N)C1=C(C=C(C=C1)N1CCN(CC1)C(=O)C=1C=C(C=CC1OCC1=CC=C(C=C1)OC)S(=O)(=O)N)F (3-[4-(4-Cyano-3-fluoro-phenyl)-piperazine-1-carbonyl]-4-(4-methoxy-benzyloxy)-benzenesulfonamide). As a reaction SMILES: [CH3:1][O:2][C:3]1[CH:23]=[CH:22][C:6]([CH2:7][O:8][C:9]2[CH:17]=[CH:16][C:15]([S:18](=[O:21])(=[O:20])[NH2:19])=[CH:14][C:10]=2[C:11]([OH:13])=O)=[CH:5][CH:4]=1.CN(C(ON1N=NC2C=CC=CC1=2)=[N+](C)C)C.[B-](F)(F)(F)[F:42].C(N(C(C)C)C(C)C)C.F[C:56]1[CH:57]=[C:58]([CH:61]=[CH:62][C:63]=1[N:64]1[CH2:69][CH2:68][NH:67][CH2:66][CH2:65]1)[C:59]#[N:60]>CN(C)C=O.C1COCC1>[C:59]([C:58]1[CH:61]=[CH:62][C:63]([N:64]2[CH2:69][CH2:68][N:67]([C:11]([C:10]3[CH:14]=[C:15]([S:18]([NH2:19])(=[O:21])=[O:20])[CH:16]=[CH:17][C:9]=3[O:8][CH2:7][C:6]3[CH:5]=[CH:4][C:3]([O:2][CH3:1])=[CH:23][CH:22]=3)=[O:13])[CH2:66][CH2:65]2)=[CH:56][C:57]=1[F:42])#[N:60] |f:1.2|. Procedure: To a solution of 3.5 mmol 2-(4-methoxy-benzyloxy)-5-sulfamoyl-benzoic acid in 4 ml dimethylformamide and 12 ml THF were added 5.3 mmol TBTU, 17.5 mmol N-ethyldiisopropylamine and 3.5 mmol 3-fluoro-4-piperazin-1-yl-benzonitrile (WO9625414). The reaction was then stirred at RT for 1 h, concentrated in vacuo, and purified by chromatography on silica gel (eluant: ethyl acetate/heptane gradient) to afford the title compound. MS (m/e): 525.1 (M+H+) Starting materials: O=C([O-])[O-], ClCC1CO1, [K+], [K+], Oc1cc(-c2ccccc2)on1. Product: c1ccc(-c2cc(OCC3CO3)no2)cc1. Reaction SMILES: [C:13](=[O:14])([O-:15])[O-:16].[Cl:19][CH2:20][CH:21]1[CH2:22][O:23]1.[K+:17].[K+:18].[OH:1][c:2]1[n:3][o:4][c:5](-[c:7]2[cH:8][cH:9][cH:10][cH:11][cH:12]2)[cH:6]1>>[O:1]([c:2]1[n:3][o:4][c:5](-[c:7]2[cH:8][cH:9][cH:10][cH:11][cH:12]2)[cH:6]1)[CH2:20][CH:21]1[CH2:22][O:23]1. Starting materials: Cc1ccc(S(=O)(=O)OCC2Cc3cc(Cl)cc(-c4ccc(Cl)cc4Cl)c3O2)cc1, CN, Cl. Yields the product CNCC1Cc2cc(Cl)cc(-c3ccc(Cl)cc3Cl)c2O1. RXN SMILES: [CH3:2][c:3]1[cH:4][cH:5][c:6]([S:7]([O:8][CH2:13][CH:14]2[O:15][c:16]3[c:17]([cH:19][c:20]([Cl:31])[cH:21][c:22]3-[c:23]3[c:24]([Cl:30])[cH:25][c:26]([Cl:29])[cH:27][cH:28]3)[CH2:18]2)(=[O:9])=[O:10])[cH:11][cH:12]1.[CH3:32][NH2:33].[ClH:1]>>[CH2:13]([CH:14]1[O:15][c:16]2[c:17]([cH:19][c:20]([Cl:31])[cH:21][c:22]2-[c:23]2[c:24]([Cl:30])[cH:25][c:26]([Cl:29])[cH:27][cH:28]2)[CH2:18]1)[NH:33][CH3:32]. Reactants: C(C)(=O)OCCCS(=O)(=O)Cl (3-acetoxy-1-propanesulfonylchloride), CN (methylamine). Run in ClCCl (dichloromethane). Yields the product C(C)(=O)OCCCS(=O)(=O)NC (3-acetoxy-N-methyl-1-propanesulfonamide). Reaction SMILES: [C:1]([O:4][CH2:5][CH2:6][CH2:7][S:8](Cl)(=[O:10])=[O:9])(=[O:3])[CH3:2].[CH3:12][NH2:13]>ClCCl>[C:1]([O:4][CH2:5][CH2:6][CH2:7][S:8]([NH:13][CH3:12])(=[O:10])=[O:9])(=[O:3])[CH3:2]. Procedure details: 15 g of 3-acetoxy-1-propanesulfonylchloride was dissolved in 150 ml dichloromethane. To the mixture was added dropwise 11.6 g of methylamine (40% methanol solution) with stirring under ice coioling. The reaction mixture was stirred for 1.5 hours under ice cooling. Reactants: [Al+3].[Cl-].[Cl-].[Cl-] (AlCl3), Cl (HCl), C(C1=CC=CC=C1)(=O)N1CC(CCC1)(C(=O)O)CC1=CC=CC=C1 (1-benzoyl-3-benzyl-piperidine-3-carboxylic acid), S(=O)(Cl)Cl (thionyl chloride). Solvent: C(Cl)Cl (CH2Cl2), C(Cl)Cl (CH2Cl2), C(Cl)Cl (CH2Cl2). Run at temperature 0 celsius, time 15 minute. The product is C(C1=CC=CC=C1)(=O)N1CC2(CCC1)C(C1=CC=CC=C1C2)=O (1′-benzoylspiro[indene-2,3′-piperidin]-1(3H)-one). Yield: 51.3%. RXN SMILES: [C:1]([N:9]1[CH2:14][CH2:13][CH2:12][C:11]([CH2:18][C:19]2[CH:24]=[CH:23][CH:22]=[CH:21][CH:20]=2)([C:15]([OH:17])=O)[CH2:10]1)(=[O:8])[C:2]1[CH:7]=[CH:6][CH:5]=[CH:4][CH:3]=1.S(Cl)(Cl)=O.[Al+3].[Cl-].[Cl-].[Cl-].Cl>C(Cl)Cl>[C:1]([N:9]1[CH2:14][CH2:13][CH2:12][C:11]2([CH2:18][C:19]3[C:20](=[CH:21][CH:22]=[CH:23][CH:24]=3)[C:15]2=[O:17])[CH2:10]1)(=[O:8])[C:2]1[CH:3]=[CH:4][CH:5]=[CH:6][CH:7]=1 |f:2.3.4.5|. Reported procedure: A mixture of 1-benzoyl-3-benzyl-piperidine-3-carboxylic acid (6.71 g, 20.7 mmol) and thionyl chloride (2.70 g, 22.77 mmol) in dry CH2Cl2 (25 mL) was heated to reflux for 30 min. The resulting solution was concentrated in vacuum to give alight brown oil. A solution of this oil in dry CH2Cl2 (25 mL) was added dropwise to a mixture of AlCl3 (3.59 g, 26.91 mmol) in CH2Cl2 (10 mL) at 0° C. The mixture was stirred for 15 min at 0° C. and then heated to reflux for 45 min. The mixture was cooled and pou... Yields the product CCOC(=O)c1nc2c(C#N)cnn2c2c1CCN2C1CCCC1. Reactants: CN(C)C=O, NC1CCCC1, CCOC(=O)c1nc2c(C#N)cnn2c(Cl)c1CCCl, O. As a reaction SMILES: [CH3:28][N:29]([CH3:30])[CH:31]=[O:32].[CH:1]1([NH2:6])[CH2:2][CH2:3][CH2:4][CH2:5]1.[Cl:7][c:8]1[c:9]([CH2:24][CH2:25][Cl:26])[c:10]([C:19](=[O:20])[O:21][CH2:22][CH3:23])[n:11][c:12]2[n:13]1[n:14][cH:15][c:16]2[C:17]#[N:18].[OH2:27]>>[CH:1]1([N:6]2[c:8]3[c:9]([c:10]([C:19](=[O:20])[O:21][CH2:22][CH3:23])[n:11][c:12]4[n:13]3[n:14][cH:15][c:16]4[C:17]#[N:18])[CH2:24][CH2:25]2)[CH2:2][CH2:3][CH2:4][CH2:5]1.